From a dataset of the Open Reaction Database (ORD), a public repository of structured organic reaction records. describe an organic reaction: reactants, conditions, products, and yield The reactants are O (water), C(=O)(OC(C)(C)C)OC(=O)[O-] (tert-butyl dicarbonate), C(CN)CNCCCN (3,3'-diaminodipropylamine). Run in C(Cl)Cl (methylene chloride), C(Cl)Cl (methylene chloride). The product is C(C)(C)(C)OC(=O)NC(CCN)CCCN (N-(tert-butoxycarbonyl)-(3-amino propyl)-1,3-propanediamine). Isolated yield 44.7%. RXN SMILES: [C:1](OC([O-])=O)([O:3][C:4]([CH3:7])([CH3:6])[CH3:5])=[O:2].C(C[NH:16][CH2:17][CH2:18][CH2:19][NH2:20])CN.O>C(Cl)Cl>[C:4]([O:3][C:1]([NH:20][CH:19]([CH2:19][CH2:18][CH2:17][NH2:16])[CH2:18][CH2:17][NH2:16])=[O:2])([CH3:7])([CH3:6])[CH3:5]. Procedure details: A solution of 33 g of tert-butyl dicarbonate in 200 ml of methylene chloride was added at 5° C. to a solution of 39.3 g of 3,3'-diaminodipropylamine in 300 ml of methylene chloride and after stirringf or 16 hours at 20° C., water was added, followed by decanting and evaporation to dryness. The residue was chromatographed on silica (eluant; methanol-ammonia (98-2)) to obtain 15.5 g of the expected product which was used as is for the next step.